Dataset: the Open Reaction Database (ORD), a public repository of structured organic reaction records. Task: describe an organic reaction: reactants, conditions, products, and yield The reactants are COC(=O)C(O)(c1ccc(OC)c(OC)c1)c1ccc(OC)c(OC)c1, CN1C2CCC1CC(O)C2. Yields the product COc1ccc(C(O)(C(=O)[O-])c2ccc(OC)c(OC)c2)cc1OC, CN1C2CCC1CC(O)C2. As a reaction SMILES: [CH3:1][O:2][c:3]1[cH:4][c:5]([C:6]([C:7](=[O:8])[O:9][CH3:10])([OH:11])[c:12]2[cH:13][c:14]([O:20][CH3:21])[c:15]([O:18][CH3:19])[cH:16][cH:17]2)[cH:22][cH:23][c:24]1[O:25][CH3:26].[CH3:27][N:28]1[CH:29]2[CH2:30][CH2:31][CH:32]1[CH2:33][CH:34]([OH:35])[CH2:36]2>>[CH3:1][O:2][c:3]1[cH:4][c:5]([C:6]([C:7](=[O:8])[O-:9])([OH:11])[c:12]2[cH:13][c:14]([O:20][CH3:21])[c:15]([O:18][CH3:19])[cH:16][cH:17]2)[cH:22][cH:23][c:24]1[O:25][CH3:26].[CH3:27][N:28]1[CH:29]2[CH2:30][CH2:31][CH:32]1[CH2:33][CH:34]([OH:35])[CH2:36]2. Reactants: F[B-](F)(F)F, CCN(C(C)C)C(C)C, COCCC(=O)O, Fc1cc2nc(COc3ccccc3)n(Cc3ccc(Cl)cc3)c2cc1N1CCNCC1, CN(C)C=O, O, CN(C)C(On1nnc2ccccc21)=[N+](C)C. The product is COCCC(=O)N1CCN(c2cc3c(cc2F)nc(COc2ccccc2)n3Cc2ccc(Cl)cc2)CC1. RXN SMILES: [B-:1]([F:2])([F:3])([F:4])[F:5].[CH2:23]([N:24]([CH:25]([CH3:26])[CH3:27])[CH:28]([CH3:29])[CH3:30])[CH3:31].[CH3:32][O:33][CH2:34][CH2:35][C:36](=[O:37])[OH:38].[Cl:39][c:40]1[cH:41][cH:42][c:43]([CH2:44][n:45]2[c:46]([CH2:61][O:62][c:63]3[cH:64][cH:65][cH:66][cH:67][cH:68]3)[n:47][c:48]3[c:49]2[cH:50][c:51]([N:55]2[CH2:56][CH2:57][NH:58][CH2:59][CH2:60]2)[c:52]([F:54])[cH:53]3)[cH:69][cH:70]1.[O:71]=[CH:72][N:73]([CH3:74])[CH3:75].[OH2:76].[n:6]1([O:7][C:8]([N:9]([CH3:10])[CH3:11])=[N+:12]([CH3:13])[CH3:14])[c:15]2[cH:16][cH:17][cH:18][cH:19][c:20]2[n:21][n:22]1>>[CH3:32][O:33][CH2:34][CH2:35][C:36](=[O:38])[N:58]1[CH2:57][CH2:56][N:55]([c:51]2[cH:50][c:49]3[n:45]([CH2:44][c:43]4[cH:42][cH:41][c:40]([Cl:39])[cH:70][cH:69]4)[c:46]([CH2:61][O:62][c:63]4[cH:64][cH:65][cH:66][cH:67][cH:68]4)[n:47][c:48]3[cH:53][c:52]2[F:54])[CH2:60][CH2:59]1. The reactants are C(C)(=O)O.C(CCC)OC=1C(=C(C=CC1OC)S(=O)(=O)N[C@@H](CCCNC(N)=N)C(=O)N1C(CC(CC1)C)C(=O)OCC)OC (ethyl 1-[N2 -(3-butoxy-2,4-dimethoxyphenylsulfonyl)-L-arginyl]-4-methyl-2-piperidinecarboxylate acetate), [OH-].[Na+] (NaOH). Run in C(C)O (ethanol), O (water). Conditions: time 8 hour. The product is C(CCC)OC=1C(=C(C=CC1OC)S(=O)(=O)N[C@@H](CCCNC(N)=N)C(=O)N1C(CC(CC1)C)C(=O)O)OC (1-[N2 -(3-butoxy2,4-dimethoxyphenylsulfonyl)-L-arginyl]-4-methyl-2-piperidinecarboxylic acid). Yield: 79.6%. Reaction SMILES: C(O)(=O)C.[CH2:5]([O:9][C:10]1[C:11]([O:44][CH3:45])=[C:12]([S:18]([NH:21][C@H:22]([C:30]([N:32]2[CH2:37][CH2:36][CH:35]([CH3:38])[CH2:34][CH:33]2[C:39]([O:41]CC)=[O:40])=[O:31])[CH2:23][CH2:24][CH2:25][NH:26][C:27](=[NH:29])[NH2:28])(=[O:20])=[O:19])[CH:13]=[CH:14][C:15]=1[O:16][CH3:17])[CH2:6][CH2:7][CH3:8].[OH-].[Na+]>C(O)C.O>[CH2:5]([O:9][C:10]1[C:11]([O:44][CH3:45])=[C:12]([S:18]([NH:21][C@H:22]([C:30]([N:32]2[CH2:37][CH2:36][CH:35]([CH3:38])[CH2:34][CH:33]2[C:39]([OH:41])=[O:40])=[O:31])[CH2:23][CH2:24][CH2:25][NH:26][C:27](=[NH:28])[NH2:29])(=[O:20])=[O:19])[CH:13]=[CH:14][C:15]=1[O:16][CH3:17])[CH2:6][CH2:7][CH3:8] |f:0.1,2.3|. Reported procedure: To a solution of 5.8 g of ethyl 1-[N2 -(3-butoxy-2,4-dimethoxyphenylsulfonyl)-L-arginyl]-4-methyl-2-piperidinecarboxylate acetate in 80 ml of ethanol and 40 ml of water was added 10 ml of 2N NaOH aqueous solution at room temperature and stirring was continued overnight at room temperature. At the end of this period, the reaction solvent was distilled off under reduced pressure at a temperature below 30° C. The residue was dissolved in a small amount of water and then neutralized with 2N NCl to p... Starting materials: OC1=C(C(=O)OC)C=C(C=C1)I (methyl 2-hydroxy-5-iodobenzoate), C([O-])([O-])=O.[Na+].[Na+] (Sodium carbonate), CC=1C=C(C=C(C1)B1OC(C(O1)(C)C)(C)C)NC1=NC=CC(=N1)C(F)(F)F (N-[3-methyl-5-(4,4,5,5-tetramethyl-1,3,2-dioxaborolan-2-yl)phenyl]-4-(trifluoromethyl)pyrimidin-2-amine), C(C)(=O)OCC (ethyl acetate). Reagents/catalysts: C1=CC=C(C=C1)P(C2=CC=CC=C2)[C]3[CH][CH][CH][CH]3.C1=CC=C(C=C1)P(C2=CC=CC=C2)[C]3[CH][CH][CH][CH]3.Cl[Pd]Cl.[Fe] ([1,1-bis(diphenylphosphino)ferrocene]dichloropalladium(II)). Run in 2-methyl-THF, O (water). Reaction conditions: temperature 80 celsius. The product is OC1=C(C=C(C=C1)C1=CC(=CC(=C1)NC1=NC=CC(=N1)C(F)(F)F)C)C(=O)OC (methyl 4-hydroxy-3′-methyl-5′-{[4-(trifluoromethyl)pyrimidin-2-yl]amino}biphenyl-3-carboxylate). Reaction SMILES: [OH:1][C:2]1[CH:11]=[CH:10][C:9](I)=[CH:8][C:3]=1[C:4]([O:6][CH3:7])=[O:5].C(=O)([O-])[O-].[Na+].[Na+].[CH3:19][C:20]1[CH:21]=[C:22]([NH:35][C:36]2[N:41]=[C:40]([C:42]([F:45])([F:44])[F:43])[CH:39]=[CH:38][N:37]=2)[CH:23]=[C:24](B2OC(C)(C)C(C)(C)O2)[CH:25]=1.C(OCC)(=O)C>O.C1C=CC(P([C]2[CH][CH][CH][CH]2)C2C=CC=CC=2)=CC=1.C1C=CC(P([C]2[CH][CH][CH][CH]2)C2C=CC=CC=2)=CC=1.Cl[Pd]Cl.[Fe]>[OH:1][C:2]1[CH:11]=[CH:10][C:9]([C:24]2[CH:23]=[C:22]([NH:35][C:36]3[N:41]=[C:40]([C:42]([F:45])([F:44])[F:43])[CH:39]=[CH:38][N:37]=3)[CH:21]=[C:20]([CH3:19])[CH:25]=2)=[CH:8][C:3]=1[C:4]([O:6][CH3:7])=[O:5] |f:1.2.3,7.8.9.10,^1:57,58,59,60,61,75,76,77,78,79|. Procedure: A mixture of methyl 2-hydroxy-5-iodobenzoate (11.6 g, 41.5 mmol) in 2-methyl-THF (180 mL) and water (82.5 mL) was purged with N2 for 30 minutes. Sodium carbonate (12.6 g, 119 mmol), N-[3-methyl-5-(4,4,5,5-tetramethyl-1,3,2-dioxaborolan-2-yl)phenyl]-4-(trifluoromethyl)pyrimidin-2-amine (15.0 g, 39.6 mmol) and [1,1-bis(diphenylphosphino)ferrocene]dichloropalladium(II) (1.61 g, 1.98 mmol) were added to the reaction mixture at rt under N2 and then the mixture was heated to 80° C. for 14 hours. The r... Starting materials: OC=1C=CC2=C(O[C@H](CO2)CN)C1 ((S)-2,3-Dihydro-7-hydroxy-1,4-benzodioxin-2-methanamine), BrCCCOC1=CC=C2C=CC(OC2=C1)=O (7-(3-bromopropoxy)coumarin), C(C)(C)N(CC)C(C)C (diisopropylethylamine). Run in CN(C)C=O (DMF). Run at temperature 86 celsius. Yields the product OC=1C=CC2=C(O[C@H](CO2)CNCCCOC2=CC3=C(C=CC(O3)=O)C=C2)C1 ((S)-7-[3-[[(2,3-Dihydro-7-hydroxy-1,4-benzodioxin-2-yl)methyl]amino]propoxy]-2H-1-benzopyran-2-one). As a reaction SMILES: [OH:1][C:2]1[CH:3]=[CH:4][C:5]2[O:10][CH2:9][C@H:8]([CH2:11][NH2:12])[O:7][C:6]=2[CH:13]=1.Br[CH2:15][CH2:16][CH2:17][O:18][C:19]1[CH:28]=[C:27]2[C:22]([CH:23]=[CH:24][C:25](=[O:29])[O:26]2)=[CH:21][CH:20]=1.C(N(C(C)C)CC)(C)C>CN(C=O)C>[OH:1][C:2]1[CH:3]=[CH:4][C:5]2[O:10][CH2:9][C@H:8]([CH2:11][NH:12][CH2:15][CH2:16][CH2:17][O:18][C:19]3[CH:20]=[CH:21][C:22]4[CH:23]=[CH:24][C:25](=[O:29])[O:26][C:27]=4[CH:28]=3)[O:7][C:6]=2[CH:13]=1. Procedure details: (S)-2,3-Dihydro-7-hydroxy-1,4-benzodioxin-2-methanamine (3.53 g, 16.2 mmole), 7-(3-bromopropoxy)coumarin (4.17 g, 14.7 mmole), and diisopropylethylamine (5.00 ml, 28.7 mmole) were combined in 300 ml of DMF and heated at 86° C. for 24 hours under a nitrogen atmosphere. The solvent was then removed in vacuum and replaced with dichloromethane. The mixture was washed with an equal volume of saturated aqueous sodium bicarbonate, dried over magnesium sulfate, filtered and concentrated in vacuum. The r... The reactants are C(CCC)C=1C=C2C=CC=NC2=C(C1)OC1CCNCC1 (6-Butyl-8-(4-piperidinyloxy)quinoline), S1(CCC=C1)(=O)=O (2,3-dihydrothiophene 1,1-dioxide), CO (methanol), C(CCC)C=1C=C2C=CC=NC2=C(C1)OC1CCNCC1 (6-Butyl-8-(4-piperidinyloxy)quinoline), S1(CCC=C1)(=O)=O (2,3-dihydrothiophene 1,1-dioxide). Solvent: C1CCOC1 (THF). Reaction conditions: temperature 80 celsius, time 8 hour. The product is C(CCC)C=1C=C2C=CC=NC2=C(C1)OC1CCN(CC1)C1CS(CC1)(=O)=O (6-Butyl-8-{[1-(1,1-dioxidotetrahydro-3-thienyl)-4-piperidinyl]oxy}quinoline). Isolated yield 8.0%. RXN SMILES: [CH2:1]([C:5]1[CH:6]=[C:7]2[C:12](=[C:13]([O:15][CH:16]3[CH2:21][CH2:20][NH:19][CH2:18][CH2:17]3)[CH:14]=1)[N:11]=[CH:10][CH:9]=[CH:8]2)[CH2:2][CH2:3][CH3:4].[S:22]1(=[O:28])(=[O:27])[CH:26]=[CH:25][CH2:24][CH2:23]1.CO>C1COCC1>[CH2:1]([C:5]1[CH:6]=[C:7]2[C:12](=[C:13]([O:15][CH:16]3[CH2:17][CH2:18][N:19]([CH:24]4[CH2:25][CH2:26][S:22](=[O:28])(=[O:27])[CH2:23]4)[CH2:20][CH2:21]3)[CH:14]=1)[N:11]=[CH:10][CH:9]=[CH:8]2)[CH2:2][CH2:3][CH3:4]. Procedure details: To a solution of 6-butyl-8-(4-piperidinyloxy)quinoline (for example, as prepared for Intermediate 4) (0.15 g, 0.53 mmol) in THF (5 ml) was added 2,3-dihydrothiophene 1,1-dioxide (commercially available, for example, from AKOS) (0.150 g, 1.27 mmol). The solution was heated to 80° C. for 2.5 h. To the solution at ambient temperature was added a further amount of 2,3-dihydrothiophene 1,1-dioxide (0.150 g, 1.27 mmol) and the solution stirred overnight at ambient temperature. The solution was heated ... The reactants are BrCCCBr (1,3-dibromopropane), Cl.NC1=NC2=CC=CC=C2C1(O)C1=CC(=CC=C1)Cl (2-Amino-3-(m-chlorophenyl)-3H-indol-3-ol hydrochloride). Run in C(C)O (ethanol). Yields the product ClC=1C=C(C=CC1)C1(C=2N(C=3C=CC=CC13)CCCN2)O (10-(m-Chlorophenyl)-2,3,4,10-tetrahydropyrimido[1,2-a]indol-10-ol). Reaction SMILES: Cl.[NH2:2][C:3]1[C:11]([C:13]2[CH:18]=[CH:17][CH:16]=[C:15]([Cl:19])[CH:14]=2)([OH:12])[C:10]2[C:5](=[CH:6][CH:7]=[CH:8][CH:9]=2)[N:4]=1.Br[CH2:21][CH2:22][CH2:23]Br>C(O)C>[Cl:19][C:15]1[CH:14]=[C:13]([C:11]2([OH:12])[C:10]3[CH:9]=[CH:8][CH:7]=[CH:6][C:5]=3[N:4]3[CH2:21][CH2:22][CH2:23][N:2]=[C:3]23)[CH:18]=[CH:17][CH:16]=1 |f:0.1|. Procedure details: 2-Amino-3-(m-chlorophenyl)-3H-indol-3-ol hydrochloride (2.3 g) is converted to its oily base then heated under reflux in ethanol (10 ml) with 1,3-dibromopropane (1.55 g) for 20 hours. On cooling the title compound is obtained as its hydrobromide, m.p. 270°-273°C (decomp.). Reactants: C(#N)N (cyanoamine), CN(C=O)C (dimethylformamide), intermediate 143, C(C(=O)OCC)(=O)OCC (diethyl oxalate). Product: O=C1NCC(C1=O)C#N (2,3-dioxo-4-cyanopyrrolidine). RXN SMILES: [C:1]([NH2:3])#N.[C:4](OCC)(=O)[C:5](OCC)=[O:6].[CH3:14][N:15](C)[CH:16]=[O:17]>>[O:17]=[C:16]1[C:5](=[O:6])[CH:4]([C:1]#[N:3])[CH2:14][NH:15]1. Reported procedure: Combination of the starting Benzyl-hydrazine 136 with Oxo-acetic acid ethyl ester 137 gives rise to intermediate (Benzyl-hydrazono)-acetic acid ethyl ester 138, which is chlorinated by treatment with N-chloromethyl succinamide or tertiary butoxy chloride to form intermediate 139. The combination of Intermediate 139 with vinyl benzene 140 forms the ester intermediate 1-Benzyl-5-phenyl-4,5-dihydro-1H-pyrazole-3-carboxylic acid ethyl ester 141. Saponification of the ester intermediate 141 gives ris...